From a dataset of the Open Reaction Database (ORD), a public repository of structured organic reaction records. describe an organic reaction: reactants, conditions, products, and yield Run in C(Cl)Cl (CH2Cl2). RXN SMILES: C(O)(C(F)(F)F)=O.[Cl:8][C:9]1[CH:10]=[CH:11][C:12]([CH2:31][N:32]2[CH2:35][CH:34]([OH:36])[CH2:33]2)=[C:13]([CH:30]=1)[CH2:14][NH:15][C:16](=[O:29])[C@@H:17]1[CH2:21][CH2:20][CH2:19][N:18]1C(OC(C)(C)C)=O>C(Cl)Cl>[Cl:8][C:9]1[CH:10]=[CH:11][C:12]([CH2:31][N:32]2[CH2:35][CH:34]([OH:36])[CH2:33]2)=[C:13]([CH:30]=1)[CH2:14][NH:15][C:16](=[O:29])[C@@H:17]1[CH2:21][CH2:20][CH2:19][NH:18]1. Reported procedure: TFA (3 mL) was added to a stirred solution of N-{5-chloro-2-[(3-hydroxyazetidin-1-yl)methyl]benzyl}-1-(tert-butoxycarbonyl)-L-prolinamide (210 mg, 0.49 mmol) in CH2Cl2 (6 mL) at 0° C. After 90 min the solution was concentrated and the residue was partitioned between CH2Cl2 and 10% NaHCO3. The aqueous layer was saturated with NaCl and then extracted with more CH2Cl2. The combined organic layers were washed with brine, dried over (Na2SO4) and then evaporated. The reside was purified by chromatogra... Yield: 35.2%. The product is ClC=1C=CC(=C(CNC([C@H]2NCCC2)=O)C1)CN1CC(C1)O (N-{5-chloro-2-[(3-hydroxyazetidin-1-yl)methyl]benzyl}-L-prolinamide). The reactants are C(=O)(C(F)(F)F)O (TFA), ClC=1C=CC(=C(CNC([C@H]2N(CCC2)C(=O)OC(C)(C)C)=O)C1)CN1CC(C1)O (N-{5-chloro-2-[(3-hydroxyazetidin-1-yl)methyl]benzyl}-1-(tert-butoxycarbonyl)-L-prolinamide). Starting materials: C, COCOCC1CCCCN1C(=O)OCc1ccccc1, CO, [Pd]. Product: COCOCC1CCCCN1. Reaction SMILES: [C:22].[CH3:1][O:2][CH2:3][O:4][CH2:5][CH:6]1[N:7]([C:12]([O:13][CH2:14][c:15]2[cH:16][cH:17][cH:18][cH:19][cH:20]2)=[O:21])[CH2:8][CH2:9][CH2:10][CH2:11]1.[CH3:24][OH:25].[Pd:23]>>[CH3:1][O:2][CH2:3][O:4][CH2:5][CH:6]1[NH:7][CH2:8][CH2:9][CH2:10][CH2:11]1. Reactants: OC1=C(N)C=C(C=C1)OC (2-hydroxy-5-methoxyaniline), B(O)(O)O (boric acid), C(C)(C)(C)C=1C=C(C(=O)O)C=C(C1O)C(C)(C)C (3,5-di-tert-butyl-4-hydroxybenzoic acid). Run in C=1(C(=CC=CC1)C)C (xylene). Product: C(C)(C)(C)C=1C=C(C=C(C1O)C(C)(C)C)C=1OC2=C(N1)C=C(C=C2)OC (2-(3,5-di-tert-Butyl-4-hydroxyphenyl)-5-methoxybenzoxazole). Isolated yield 122.4%. As a reaction SMILES: [OH:1][C:2]1[CH:8]=[CH:7][C:6]([O:9][CH3:10])=[CH:5][C:3]=1[NH2:4].B(O)(O)O.[C:15]([C:19]1[CH:20]=[C:21]([CH:25]=[C:26]([C:29]([CH3:32])([CH3:31])[CH3:30])[C:27]=1[OH:28])[C:22](O)=O)([CH3:18])([CH3:17])[CH3:16]>C1(C)C(C)=CC=CC=1>[C:29]([C:26]1[CH:25]=[C:21]([C:22]2[O:1][C:2]3[CH:8]=[CH:7][C:6]([O:9][CH3:10])=[CH:5][C:3]=3[N:4]=2)[CH:20]=[C:19]([C:15]([CH3:18])([CH3:17])[CH3:16])[C:27]=1[OH:28])([CH3:32])([CH3:31])[CH3:30]. Procedure details: A solution of 2-hydroxy-5-methoxyaniline (36.9 mmole, 5.13 g), boric acid (36.9 mmole, 2.23 g) and 3,5-di-tert-butyl-4-hydroxybenzoic acid (36.9 mmole, 9.23 g) in xylene (550 ml) was refueled using a Dien Stark trap for approximately two days. The reaction mixture was then concentrated in vacuc to an oil. The oil was treated with ethyl acetate (200 ml) and washed with saturated aqueous sodium bicarbonate (3×200 ml). The organic phase was dried over sodium sulfate, filtered, and concentrated in v... Starting materials: Br.C(N)(=N)C=1SC2=C(N1)CCCC2=O (2-amidino-4,5-dihydrobenzothiazole-7(6H)-one hydrobromide), BrBr (bromine). Run in Br (hydrobromic acid). Run at time 30 minute. Product: C(N)(=N)C=1SC2=C(N1)CCC(C2=O)Br (2-Amidino-6-bromo-4,5-dihydrobenzothiazole-7(6H)-one). Yield: 93.9%. RXN SMILES: [BrH:1].[C:2]([C:5]1[S:6][C:7]2[C:13](=[O:14])[CH2:12][CH2:11][CH2:10][C:8]=2[N:9]=1)(=[NH:4])[NH2:3].BrBr>Br>[C:2]([C:5]1[S:6][C:7]2[C:13](=[O:14])[CH:12]([Br:1])[CH2:11][CH2:10][C:8]=2[N:9]=1)(=[NH:3])[NH2:4] |f:0.1|. Procedure: 2-Bromo-1,3-cyclohexadione prepared in Example 1, Route 1 (A) was reacted with amidinothiourea in the similar manner to that of Example 1, Route 1(B) to give 2-amidino-4,5-dihydrobenzothiazole-7(6H)-one hydrobromide. The hydrobromide (3.4 g) was dissolved into conc. hydrobromic acid (20 ml), and one equivalent of bromine was added dropwise at a temperature of 85° C. The mixture was stirred at a temperature of 80° C. to 90° C. for 30 minutes, cooled and filtered. The solids were neutralized with ... The reactants are O1CCOCC(C1)=O ([1,4]dioxepan-6-one), C(Cl)(Cl)Cl (chloroform), Cl.Cl.FC1=CC=C(C=C1)C(CN)N (1-(4-fluorophenyl)ethane-1,2-diamine dihydrochloride), ice acetone, [OH-].[Na+] (sodium hydroxide), Cl (hydrochloric acid). The reagents and catalysts are [Cl-].C(C1=CC=CC=C1)[N+](CC)(CC)CC (benzyltriethylammonium chloride). The solvent is ClCCl (dichloromethane), ClCCl (dichloromethane). Run at time 8 hour. Product: FC1=CC=C(C=C1)C1CNC2(C(N1)=O)COCCOC2 (3-(4-fluorophenyl)-8,11-dioxa-1,4-diazaspiro[5.6]dodecan-5-one). As a reaction SMILES: Cl.Cl.[F:3][C:4]1[CH:9]=[CH:8][C:7]([CH:10]([NH2:13])[CH2:11][NH2:12])=[CH:6][CH:5]=1.[OH-:14].[Na+].[O:16]1[CH2:22][C:21](=O)[CH2:20][O:19][CH2:18][CH2:17]1.[CH:24](Cl)(Cl)Cl.Cl>[Cl-].C([N+](CC)(CC)CC)C1C=CC=CC=1.ClCCl>[F:3][C:4]1[CH:5]=[CH:6][C:7]([CH:10]2[NH:13][C:24](=[O:14])[C:21]3([CH2:22][O:16][CH2:17][CH2:18][O:19][CH2:20]3)[NH:12][CH2:11]2)=[CH:8][CH:9]=1 |f:0.1.2,3.4,8.9|. Procedure: 0.68 g (3.0 mmol) 1-(4-fluorophenyl)ethane-1,2-diamine dihydrochloride were placed with 32 mg (0.14 mmol) benzyltriethylammonium chloride in 6 ml dichloromethane and cooled with ice/acetone. Then 1.0 ml (19 mmol) 50% sodium hydroxide solution were added. At 0° C. 0.44 g (3.0 mmol) 80% [1,4]dioxepan-6-one were added dropwise together with 0.37 ml (4.6 mmol) chloroform and 5 ml dichloromethane. The reaction mixture was left overnight to warm up to RT. Then the reaction mixture was acidified with a... Starting materials: [N+](=O)([O-])C1=C(C=CC=C1)CCO (2-(2-nitro-phenyl)ethanol), N1C=NC=C1 (imidazole), [Si](C)(C)(C(C)(C)C)Cl (tert-butyl-dimethylsilylchloride). Solvent: C(Cl)Cl (CH2Cl2). Conditions: time 2.5 hour. Yields the product C(C)(C)(C)[Si](OCCC1=C(C=CC=C1)[N+](=O)[O-])(C)C (tert-Butyl-dimethyl-[2-(2-nitro-phenyl)-ethoxy]-silane). Isolated yield 101.2%. RXN SMILES: [N+:1]([C:4]1[CH:9]=[CH:8][CH:7]=[CH:6][C:5]=1[CH2:10][CH2:11][OH:12])([O-:3])=[O:2].N1C=CN=C1.[Si:18](Cl)([C:21]([CH3:24])([CH3:23])[CH3:22])([CH3:20])[CH3:19]>C(Cl)Cl>[C:21]([Si:18]([CH3:20])([CH3:19])[O:12][CH2:11][CH2:10][C:5]1[CH:6]=[CH:7][CH:8]=[CH:9][C:4]=1[N+:1]([O-:3])=[O:2])([CH3:24])([CH3:23])[CH3:22]. Reported procedure: A solution of 2-(2-nitro-phenyl)ethanol (10 g, 59 mmol) in CH2Cl2 (100 mL), was treated with imidazole (11.72 g, 77.7 mmol) followed by tert-butyl-dimethylsilylchloride (5.62 g, 82.6 mmol). A white precipitate formed upon the addition and the reaction was stirred 2.5 hours. The mixture was filtered and diluted with CH2Cl2 (100 mL) and was washed with 0.1 N HCl, H2O, saturated aq NaHCO3, and brine. The organic layer was dried over MgSO4, filtered and concentrated to give a transparent oil which w...